Dataset: the Open Reaction Database (ORD), a public repository of structured organic reaction records. Task: describe an organic reaction: reactants, conditions, products, and yield Starting materials: BrCC(=O)OC(C)(C)C (t-butyl bromoacetate), O (water), C([O-])([O-])=O.[K+].[K+] (potassium carbonate), NC=1SC=C(N1)/C(/C(=O)OCCS(=O)(=O)CC)=N/O (ethylsulfonylethyl 2-(2-aminothiazol-4-yl)-(Z)-2-hydroxyiminoacetate). Solvent: CC(=O)C (acetone). Reaction conditions: temperature 40 celsius, time 2 hour. Yields the product NC=1SC=C(N1)/C(/C(=O)OCCS(=O)(=O)CC)=N/OCC(=O)OC(C)(C)C (ethylsulfonylethyl 2-(2-aminothiazol-4-yl)-(Z)-2-(t-butoxycarbonylmethoxyimino)acetate). The yield is 74.9%. RXN SMILES: [NH2:1][C:2]1[S:3][CH:4]=[C:5](/[C:7](=[N:18]/[OH:19])/[C:8]([O:10][CH2:11][CH2:12][S:13]([CH2:16][CH3:17])(=[O:15])=[O:14])=[O:9])[N:6]=1.Br[CH2:21][C:22]([O:24][C:25]([CH3:28])([CH3:27])[CH3:26])=[O:23].O.C(=O)([O-])[O-].[K+].[K+]>CC(C)=O>[NH2:1][C:2]1[S:3][CH:4]=[C:5](/[C:7](=[N:18]/[O:19][CH2:21][C:22]([O:24][C:25]([CH3:28])([CH3:27])[CH3:26])=[O:23])/[C:8]([O:10][CH2:11][CH2:12][S:13]([CH2:16][CH3:17])(=[O:14])=[O:15])=[O:9])[N:6]=1 |f:3.4.5|. Procedure details: In 180 ml of acetone was suspended 6 g (0.019 mole) of ethylsulfonylethyl 2-(2-aminothiazol-4-yl)-(Z)-2-hydroxyiminoacetate as obtained in Example 9 followed by a serial addition of 5.7 g (0.0292 mole) of t-butyl bromoacetate, 0.9 ml of water and 10.8 g of anhydrous potassium carbonate. The mixture was stirred at 40° C. for 2 hours and the insoluble matter was filtered off. To the filtrate was added 200 ml of water and 200 ml of ethyl acetate was added to extract the reaction product. The aqueou...